From a dataset of the Open Reaction Database (ORD), a public repository of structured organic reaction records. describe an organic reaction: reactants, conditions, products, and yield The reactants are CO, Cl, N#Cc1ccc2[nH]cc(CC[N+](=O)[O-])c2c1, [Na+], [OH-], [Zn]. Yields the product N#Cc1ccc2[nH]cc(CCN)c2c1. RXN SMILES: [CH3:20][OH:21].[ClH:1].[N+:2]([O-:3])(=[O:4])[CH2:5][CH2:6][c:7]1[cH:8][nH:9][c:10]2[cH:11][cH:12][c:13]([C:16]#[N:17])[cH:14][c:15]12.[Na+:19].[OH-:18].[Zn:22]>>[NH2:2][CH2:5][CH2:6][c:7]1[cH:8][nH:9][c:10]2[cH:11][cH:12][c:13]([C:16]#[N:17])[cH:14][c:15]12. Starting materials: C(#N)C1=CC=C(C(=O)N)C=C1 (p-cyanobenzamide), F[B-](F)(F)F.N#[O+] (nitrosonium tetrafluoroborate). Solvent: C(C)#N (Acetonitrile), C(C)#N (acetonitrile). The product is C(#N)C1=CC=C(C(=O)O)C=C1 (p-cyanobenzoic acid). Yield: 94.2%. RXN SMILES: [C:1]([C:3]1[CH:11]=[CH:10][C:6]([C:7](N)=[O:8])=[CH:5][CH:4]=1)#[N:2].F[B-](F)(F)F.N#[O+:18]>C(#N)C>[C:1]([C:3]1[CH:11]=[CH:10][C:6]([C:7]([OH:18])=[O:8])=[CH:5][CH:4]=1)#[N:2] |f:1.2|. Reported procedure: Acetonitrile (20 ml) and p-cyanobenzamide (2.92 g) were placed in a 100-ml three-neck flask disposed in an ice bath. After the solution was cooled, a solution of nitrosonium tetrafluoroborate (2.57 g) in acetonitrile (20 ml) was added dropwise to the solution over five minutes with stirring. When the addition was completed, the solution was further stirred until generation of gas was terminated. The solvent was removed through distillation under reduced pressure, and water (10 ml) was added to t... Reactants: [Cl-].[Cl-].[Ca+2] (CaCl2), CN1C(=NC=2C1=NC=CC2)S(=O)(=O)C (3-Methyl-2-(methylsulfonyl)-3H-imidazo[4,5-b]pyridine), C(C)N1C(N(C2=[N+](C=CC(=C21)C)[O-])C2=CC=C(C=C2)O)=O (1-ethyl-3-(4-hydroxyphenyl)-7-methyl-1,3-dihydro-2H-imidazo[4,5-b]pyridin-2-one 4-oxide), [H-].[Na+] (NaH). Solvent: CC(=O)N(C)C (DMA). Product: C(C)N1C(N(C2=[N+](C=CC(=C21)C)[O-])C2=CC=C(C=C2)OC2=NC=1C(=NC=CC1)N2C)=O (1-ethyl-7-methyl-3-{4-[(3-methyl-3H-imidazo[4,5-b]pyridin-2-yl)oxy]phenyl}-1,3-dihydro-2H-imidazo[4,5-b]pyridin-2-one 4-oxide). As a reaction SMILES: [CH3:1][N:2]1[C:6]2=[N:7][CH:8]=[CH:9][CH:10]=[C:5]2[N:4]=[C:3]1S(C)(=O)=O.[CH2:15]([N:17]1[C:25]2[C:20](=[N+:21]([O-:27])[CH:22]=[CH:23][C:24]=2[CH3:26])[N:19]([C:28]2[CH:33]=[CH:32][C:31]([OH:34])=[CH:30][CH:29]=2)[C:18]1=[O:35])[CH3:16].[H-].[Na+].[Cl-].[Cl-].[Ca+2]>CC(N(C)C)=O>[CH2:15]([N:17]1[C:25]2[C:20](=[N+:21]([O-:27])[CH:22]=[CH:23][C:24]=2[CH3:26])[N:19]([C:28]2[CH:29]=[CH:30][C:31]([O:34][C:3]3[N:2]([CH3:1])[C:6]4=[N:7][CH:8]=[CH:9][CH:10]=[C:5]4[N:4]=3)=[CH:32][CH:33]=2)[C:18]1=[O:35])[CH3:16] |f:2.3,4.5.6|. Reported procedure: Tetrabutylammonium fluoride (0.566 mL) was added to a solution of 1-ethyl-7-methyl-3-(4-{[tris(1-methylethyl)silyl]oxy}phenyl)-1,3-dihydro-2H-imidazo[4,5-b]pyridin-2-one 4-oxide (250 mg) in THF (5 mL) at room temperature. The mixture was stirred at room temperature under a dry atmosphere (CaCl2 tube) for 30 min. The reaction mixture was concentrated in vacuo. The residue was purified by column chromatography (silica gel, eluted with 0%-100% EtOAc in hexane) to give 1-ethyl-3-(4-hydroxyphenyl)-7-...